From a dataset of the Open Reaction Database (ORD), a public repository of structured organic reaction records. describe an organic reaction: reactants, conditions, products, and yield Reactants: COc1ccc(C2CCCN2)cc1, Cc1ccc(S(=O)(=O)Cl)cc1. The product is COc1ccc(C2CCCN2S(=O)(=O)c2ccc(C)cc2)cc1. As a reaction SMILES: [CH3:1][O:2][c:3]1[cH:4][cH:5][c:6]([CH:9]2[NH:10][CH2:11][CH2:12][CH2:13]2)[cH:7][cH:8]1.[c:14]1([CH3:24])[cH:15][cH:16][c:17]([S:20](=[O:21])(=[O:22])[Cl:23])[cH:18][cH:19]1>>[CH3:1][O:2][c:3]1[cH:4][cH:5][c:6]([CH:9]2[N:10]([S:20]([c:17]3[cH:16][cH:15][c:14]([CH3:24])[cH:19][cH:18]3)(=[O:21])=[O:22])[CH2:11][CH2:12][CH2:13]2)[cH:7][cH:8]1. The reactants are [N+](=O)([O-])C1=CC=2C(C3=CC=CC=C3C(C2C=C1)=O)=O (2-nitroanthraquinone), BrBr (bromine), 60, [N+](=O)([O-])C1=CC=CC=C1 (nitrobenzene). Run in CO (methanol). Conditions: temperature 50 celsius. Product: BrC1=CC=2C(C3=CC=CC=C3C(C2C=C1)=O)=O (2-bromoanthraquinone). Isolated yield 97.0%. As a reaction SMILES: [N+]([C:4]1[CH:17]=[CH:16][C:15]2[C:14](=[O:18])[C:13]3[C:8](=[CH:9][CH:10]=[CH:11][CH:12]=3)[C:7](=[O:19])[C:6]=2[CH:5]=1)([O-])=O.[Br:20]Br.[N+](C1C=CC=CC=1)([O-])=O>CO>[Br:20][C:4]1[CH:17]=[CH:16][C:15]2[C:14](=[O:18])[C:13]3[C:8](=[CH:9][CH:10]=[CH:11][CH:12]=3)[C:7](=[O:19])[C:6]=2[CH:5]=1. Reported procedure: 1265 parts by weight of 2-nitroanthraquinone are reacted at 270° C. with elemental bromine in the presence of 60 parts by weight of nitrobenzene in a laboratory apparatus as described in Example 1. When the reaction is complete, the melt is discharged into 2,000 parts by weight of vigorously stirred methanol at 200° C. The suspension so obtained is refluxed for 1 hour, cooled to 50° C., filtered and dried, affording 1390 g of 2-bromoanthraquinone (97% yield) in 98% purity. Reactants: CCC[Mg+], CCCCC(=O)CCN(C)Cc1ccccc1, [Cl-]. The product is CCCC(=O)CCN(C)Cc1ccccc1. RXN SMILES: [CH2:19]([Mg+:20])[CH2:21][CH3:22].[CH2:1]([c:2]1[cH:3][cH:4][cH:5][cH:6][cH:7]1)[N:8]([CH2:9][CH2:10][C:11]([CH2:12][CH2:13][CH2:14][CH3:15])=[O:16])[CH3:17].[Cl-:18]>>[CH2:1]([c:2]1[cH:3][cH:4][cH:5][cH:6][cH:7]1)[N:8]([CH2:9][CH2:10][C:11]([CH2:12][CH2:13][CH3:14])=[O:16])[CH3:17]. Reactants: C(C)(C)(C)C=1C=C(C=O)C=C(C1O)C(C)(C)C (3,5-di-t-butyl-4-hydroxybenzaldehyde), O=C1NC(=NN1)CC(=O)O (2-(5-oxo-4,5-dihydro-1H-1,2,4-triazol-3-yl) acetic acid), N1CCCCC1 (piperidine). Run in N1=CC=CC=C1 (pyridine), C1(=CC=CC=C1)C (toluene). The product is CC(C)(C)C=1C=C(C=C(C1O)C(C)(C)C)C=CC=1NC(NN1)=O (5-[2-[3,5-bis(1,1-dimethylethyl)-4-hydroxyphenyl]ethenyl]-2,4-dihydro-3H-1,2,4-triazol-3-one). The yield is 40.0%. RXN SMILES: [C:1]([C:5]1[CH:6]=[C:7]([CH:10]=[C:11]([C:14]([CH3:17])([CH3:16])[CH3:15])[C:12]=1[OH:13])C=O)([CH3:4])([CH3:3])[CH3:2].[O:18]=[C:19]1[NH:23][N:22]=[C:21]([CH2:24][C:25](O)=O)[NH:20]1.N1CCCCC1>N1C=CC=CC=1.C1(C)C=CC=CC=1>[CH3:2][C:1]([C:5]1[CH:6]=[C:7]([CH:25]=[CH:24][C:21]2[NH:20][C:19](=[O:18])[NH:23][N:22]=2)[CH:10]=[C:11]([C:14]([CH3:15])([CH3:16])[CH3:17])[C:12]=1[OH:13])([CH3:4])[CH3:3]. Procedure: A solution of 3,5-di-t-butyl-4-hydroxybenzaldehyde (3.5 g, 15 mmol), 2-(5-oxo-4,5-dihydro-1H-1,2,4-triazol-3-yl) acetic acid (N. W. Jacobsen, B. L. McCarthy, and S. Smith, Aust. J. Chem., 32 161-5 (1979] (2.15 g, 15 mmol), and piperidine (1.3 g, 15 mmol) in pyridine (15 ml) and toluene (45 ml) is heated at reflux (with removal of water) for 40 hours. The reaction mixture is cooled, filtered, and evaporated. The residue is partitioned between ethyl acetate (100 ml) and 1N HCl (400 ml). The organi... Reactants: NC(=NC(C1=CC(=C(C=C1Cl)OC=1C=NC=CC1)S(=O)(=O)C)=O)N (N-diaminomethylene-3-methylsulfonyl-4-(3-pyridyloxy)-6-chlorobenzamide), [N+](=O)([O-])C=1C=C(C(=O)OC)C(=CC1OC=1C=NC=CC1)C (methyl 3-nitro-4-(3-pyridyloxy)-6-methylbenzoate). Product: Cl.NC(=NC(C1=CC(=C(C=C1Cl)OC1=NC=CC=C1)S(=O)(=O)C)=O)N (N-diaminomethylene-3-methylsulfonyl-4-(2-pyridyloxy)-6-chlorobenzamide, hydrochloride). Reaction SMILES: [NH2:1][C:2]([NH2:24])=[N:3][C:4](=[O:23])[C:5]1[C:10]([Cl:11])=[CH:9][C:8]([O:12][C:13]2C=N[CH:16]=[CH:17][CH:18]=2)=[C:7]([S:19]([CH3:22])(=[O:21])=[O:20])[CH:6]=1.[N+:25]([C:28]1C=C(C(C)=CC=1OC1C=NC=CC=1)C(OC)=O)([O-])=O>>[ClH:11].[NH2:24][C:2]([NH2:1])=[N:3][C:4](=[O:23])[C:5]1[C:10]([Cl:11])=[CH:9][C:8]([O:12][C:13]2[CH:18]=[CH:17][CH:16]=[CH:28][N:25]=2)=[C:7]([S:19]([CH3:22])(=[O:20])=[O:21])[CH:6]=1 |f:2.3|. Procedure details: N-diaminomethylene-3-methylsulfonyl-4-(3-pyridyloxy)-6-chlorobenzamide, m.p. 215-216°; with methyl 3-nitro-4-(3-pyridyloxy)-6-methylbenzoate, Reactants: O=C([O-])[O-], CCCCc1nc(C)[nH]c(=O)c1Cc1ccc(-c2ccccc2C#N)cc1, CN(C)C=O, CCOC(C)=O, ClCc1csc(-c2ccccc2)n1, [K+], [K+]. Product: CCCCc1nc(C)n(Cc2csc(-c3ccccc3)n2)c(=O)c1Cc1ccc(-c2ccccc2C#N)cc1. Reaction SMILES: [C:28](=[O:29])([O-:30])[O-:31].[CH2:1]([CH2:2][CH2:3][CH3:4])[c:5]1[n:6][c:7]([CH3:27])[nH:8][c:9](=[O:26])[c:10]1[CH2:11][c:12]1[cH:13][cH:14][c:15](-[c:18]2[c:19]([C:24]#[N:25])[cH:20][cH:21][cH:22][cH:23]2)[cH:16][cH:17]1.[CH3:47][N:48]([CH3:49])[CH:50]=[O:51].[CH3:52][CH2:53][O:54][C:55](=[O:56])[CH3:57].[Cl:34][CH2:35][c:36]1[n:37][c:38](-[c:41]2[cH:42][cH:43][cH:44][cH:45][cH:46]2)[s:39][cH:40]1.[K+:32].[K+:33]>>[CH2:1]([CH2:2][CH2:3][CH3:4])[c:5]1[n:6][c:7]([CH3:27])[n:8]([CH2:35][c:36]2[n:37][c:38](-[c:41]3[cH:42][cH:43][cH:44][cH:45][cH:46]3)[s:39][cH:40]2)[c:9](=[O:26])[c:10]1[CH2:11][c:12]1[cH:13][cH:14][c:15](-[c:18]2[c:19]([C:24]#[N:25])[cH:20][cH:21][cH:22][cH:23]2)[cH:16][cH:17]1.